This data is from the Open Reaction Database (ORD), a public repository of structured organic reaction records. The task is: describe an organic reaction: reactants, conditions, products, and yield Product: NCC1=COC2=C(C1=O)C=C(C(=C2)NS(=O)(=O)C)OC2=CC=CC=C2 (3-aminomethyl-7-methylsulfonylamino- 6-phenoxy-4H-1-benzopyran-4-one). Starting materials: C(C)(=O)NCC1=COC2=C(C1=O)C=C(C(=C2)NS(=O)(=O)C)OC2=CC=CC=C2 (3-Acetylaminomethyl-7-methylsulfonylamino-6-phenoxy-4H-1-benzopyran-4-one), Cl (hydrochloric acid). As a reaction SMILES: C([NH:4][CH2:5][C:6]1[C:11](=[O:12])[C:10]2[CH:13]=[C:14]([O:22][C:23]3[CH:28]=[CH:27][CH:26]=[CH:25][CH:24]=3)[C:15]([NH:17][S:18]([CH3:21])(=[O:20])=[O:19])=[CH:16][C:9]=2[O:8][CH:7]=1)(=O)C.Cl>>[NH2:4][CH2:5][C:6]1[C:11](=[O:12])[C:10]2[CH:13]=[C:14]([O:22][C:23]3[CH:28]=[CH:27][CH:26]=[CH:25][CH:24]=3)[C:15]([NH:17][S:18]([CH3:21])(=[O:19])=[O:20])=[CH:16][C:9]=2[O:8][CH:7]=1. Reported procedure: 3-Acetylaminomethyl-7-methylsulfonylamino-6-phenoxy-4H-1-benzopyran-4-one was treated with 6N hydrochloric acid to obtain 3-aminomethyl-7-methylsulfonylamino- 6-phenoxy-4H-1-benzopyran-4-one. Starting materials: C1(=CC=C(C=C1)S(=O)(=O)O)C (p-toluenesulfonic acid), BrC1=C(C=CC=C1)C(CC)O (1(2-bromophenyl)propanol). Solvent: C1(=CC=CC=C1)C (toluene). Yields the product BrC1=C(C=CC=C1)C=CC (1-bromo-2-(1-propenyl)benzene). As a reaction SMILES: [Br:1][C:2]1[CH:7]=[CH:6][CH:5]=[CH:4][C:3]=1[CH:8](O)[CH2:9][CH3:10].C1(C)C=CC(S(O)(=O)=O)=CC=1>C1(C)C=CC=CC=1>[Br:1][C:2]1[CH:7]=[CH:6][CH:5]=[CH:4][C:3]=1[CH:8]=[CH:9][CH3:10]. Procedure details: With the exception of three compounds, the styrene compounds disclosed herein to be utilized for preparing the α-chloro oximes ae known and their preparations are published in the prior art. The compounds not previously prepared are synthesized following well-known published procedures. Thus, 2-bromobenzaldehyde is allowed to react with a Grignard reagent, ethyl magnesium bromide in anhydrous ether, to yield 1(2-bromophenyl)propanol. This propanol derivative is then dehydrated by refluxing it in... Starting materials: CC1=NS(=O)(=O)N(C)C(=O)N1, ClP(Cl)(Cl)(Cl)Cl, O=P(Cl)(Cl)Cl. As a reaction SMILES: [CH3:1][N:2]1[S:3](=[O:10])(=[O:11])[N:4]=[C:5]([CH3:9])[NH:6][C:7]1=[O:8].[Cl:12][P:13]([Cl:14])([Cl:15])([Cl:16])[Cl:17].[P:18]([Cl:19])([Cl:20])([Cl:21])=[O:22]>>[CH3:1][N:2]1[S:3](=[O:10])(=[O:11])[N:4]=[C:5]([CH3:9])[N:6]=[C:7]1[Cl:12]. Yields the product CC1=NS(=O)(=O)N(C)C(Cl)=N1. Reactants: C(C)(C)(C)C1=CC(=C(C=C1)C=1N([C@@H]([C@@H](N1)C1=CC=C(C=C1)Cl)C1=CC=C(C=C1)Cl)C(=O)Cl)OCCF ((4S,5R)-2-[4-tert-butyl-2-(2-fluoro-ethoxy)-phenyl]-4,5-bis-(4-chloro-phenyl)-4,5-dihydro-imidazole-1-carbonyl chloride), N1(CCOCC1)C(CN1CCNCC1)=O (1-morpholin-4-yl-2-piperazin-1-yl-ethanone). Yields the product Cl.C(C)(C)(C)C1=CC(=C(C=C1)C=1N([C@@H]([C@@H](N1)C1=CC=C(C=C1)Cl)C1=CC=C(C=C1)Cl)C(=O)N1CCN(CC1)CC(=O)N1CCOCC1)OCCF (2-{4-[(4S,5R)-2-[4-tert-Butyl-2-(2-fluoro-ethoxy)-phenyl]-4,5-bis-(4-chloro-phenyl)-4,5-dihydro-imidazole-1-carbonyl]-piperazin-1-yl}-1-morpholin-4-yl-ethanone hydrochloride). As a reaction SMILES: [C:1]([C:5]1[CH:10]=[CH:9][C:8]([C:11]2[N:12]([C:30](Cl)=[O:31])[C@H:13]([C:23]3[CH:28]=[CH:27][C:26]([Cl:29])=[CH:25][CH:24]=3)[C@H:14]([C:16]3[CH:21]=[CH:20][C:19]([Cl:22])=[CH:18][CH:17]=3)[N:15]=2)=[C:7]([O:33][CH2:34][CH2:35][F:36])[CH:6]=1)([CH3:4])([CH3:3])[CH3:2].[N:37]1([C:43](=[O:51])[CH2:44][N:45]2[CH2:50][CH2:49][NH:48][CH2:47][CH2:46]2)[CH2:42][CH2:41][O:40][CH2:39][CH2:38]1>>[ClH:22].[C:1]([C:5]1[CH:10]=[CH:9][C:8]([C:11]2[N:12]([C:30]([N:48]3[CH2:47][CH2:46][N:45]([CH2:44][C:43]([N:37]4[CH2:38][CH2:39][O:40][CH2:41][CH2:42]4)=[O:51])[CH2:50][CH2:49]3)=[O:31])[C@H:13]([C:23]3[CH:28]=[CH:27][C:26]([Cl:29])=[CH:25][CH:24]=3)[C@H:14]([C:16]3[CH:17]=[CH:18][C:19]([Cl:22])=[CH:20][CH:21]=3)[N:15]=2)=[C:7]([O:33][CH2:34][CH2:35][F:36])[CH:6]=1)([CH3:4])([CH3:2])[CH3:3] |f:2.3|. Procedure: 2-{4-[(4S,5R)-2-[4-tert-Butyl-2-(2-fluoro-ethoxy)-phenyl]-4,5-bis-(4-chloro-phenyl)-4,5-dihydro-imidazole-1-carbonyl]-piperazin-1-yl}-1-morpholin-4-yl-ethanone hydrochloride was prepared from (4S,5R)-2-[4-tert-butyl-2-(2-fluoro-ethoxy)-phenyl]-4,5-bis-(4-chloro-phenyl)-4,5-dihydro-imidazole-1-carbonyl chloride (example 12m) and 1-morpholin-4-yl-2-piperazin-1-yl-ethanone (Oakwood Products) in an analogous manner as described in example 25. LR-MS: 724.5 [(M+H)+] The reactants are [I-].[K+] (potassium iodide), ClC(F)F (chlorodifluoromethane), [OH-].[K+] (potassium hydroxide), SC=1SC(=NN1)COC1=CC=C(C=C1)Cl (2-mercapto-5-(4-chlorophenoxymethyl)-1,3,4-thiadiazole). Reagents/catalysts: [Br-].C(CCC)[N+](CCCC)(CCCC)CCCC (tetrabutylammonium bromide). Solvent: O (water), O1CCOCC1 (dioxane). The product is FC(SC=1SC(=NN1)COC1=CC=C(C=C1)Cl)F (2-Difluoromethylthio-5-(4-chlorophenoxymethyl)-1,3,4-thiadiazole). As a reaction SMILES: [OH-].[K+].[SH:3][C:4]1[S:5][C:6]([CH2:9][O:10][C:11]2[CH:16]=[CH:15][C:14]([Cl:17])=[CH:13][CH:12]=2)=[N:7][N:8]=1.[I-].[K+].Cl[CH:21]([F:23])[F:22]>O.O1CCOCC1.[Br-].C([N+](CCCC)(CCCC)CCCC)CCC>[F:22][CH:21]([F:23])[S:3][C:4]1[S:5][C:6]([CH2:9][O:10][C:11]2[CH:16]=[CH:15][C:14]([Cl:17])=[CH:13][CH:12]=2)=[N:7][N:8]=1 |f:0.1,3.4,8.9|. Reported procedure: 2 g of potassium hydroxide are dissolved in 8 ml of water and the solution is diluted with 30 ml of dioxane. 5.2 g of 2-mercapto-5-(4-chlorophenoxymethyl)-1,3,4-thiadiazole are added, while stirring. After addition of 0.1 g of potassium iodide and 0.1 g of tetrabutylammonium bromide, chlorodifluoromethane is passed in at a bath temperature of 40° C., always with vigorous stirring, until the uptake has ended. The reaction mixture is evaporated in vacuo, the residue is taken up in methylene chlori... The reactants are BrC=1C=C2[C@H]3[C@@H](N4C2=C(C1)OCC4)CCN(C3)C(=O)OC(C)(C)C (tert-butyl (6bR,10aS)-5-bromo-1,2,6b,9,10,10a-hexahydro[1,4]oxazino[2,3,4-hi]pyrido[4,3-b]indole-8(7H)-carboxylate), COC1=CC(=C(C=C1)B(O)O)C (4-methoxy-2-methylphenyl boronic acid), C(=O)([O-])[O-].[Na+].[Na+] (Na2CO3). Reagents/catalysts: Cl[Pd]([P](C1=CC=CC=C1)(C2=CC=CC=C2)C3=CC=CC=C3)([P](C4=CC=CC=C4)(C5=CC=CC=C5)C6=CC=CC=C6)Cl (Pd(PPh3)2Cl2). Yields the product COC1=CC(=C(C=C1)C=1C=C2[C@H]3[C@@H](N4C2=C(C1)OCC4)CCN(C3)C(=O)OC(C)(C)C)C (Tert-butyl(6bR,10aS)-5-(4-methoxy-2-methylphenyl)-1,2,6b,9,10,10a-hexahydro[1,4]oxazino[2,3,4-hi]pyrido[4,3-b]indole-8(7H)-carboxylate). Yield: 73.3%. RXN SMILES: Br[C:2]1[CH:3]=[C:4]2[C:8]3=[C:9]([O:11][CH2:12][CH2:13][N:7]3[C@H:6]3[CH2:14][CH2:15][N:16]([C:18]([O:20][C:21]([CH3:24])([CH3:23])[CH3:22])=[O:19])[CH2:17][C@@H:5]23)[CH:10]=1.[CH3:25][O:26][C:27]1[CH:32]=[CH:31][C:30](B(O)O)=[C:29]([CH3:36])[CH:28]=1.C([O-])([O-])=O.[Na+].[Na+]>Cl[Pd](Cl)([P](C1C=CC=CC=1)(C1C=CC=CC=1)C1C=CC=CC=1)[P](C1C=CC=CC=1)(C1C=CC=CC=1)C1C=CC=CC=1>[CH3:25][O:26][C:27]1[CH:32]=[CH:31][C:30]([C:2]2[CH:3]=[C:4]3[C:8]4=[C:9]([O:11][CH2:12][CH2:13][N:7]4[C@H:6]4[CH2:14][CH2:15][N:16]([C:18]([O:20][C:21]([CH3:24])([CH3:23])[CH3:22])=[O:19])[CH2:17][C@@H:5]34)[CH:10]=2)=[C:29]([CH3:36])[CH:28]=1 |f:2.3.4,^1:45,64|. Procedure: Tert-butyl(6bR,10aS)-5-(4-methoxy-2-methylphenyl)-1,2,6b,9,10,10a-hexahydro[1,4]oxazino[2,3,4-hi]pyrido[4,3-b]indole-8(7H)-carboxylate (0.16 g, 73%) was prepared by the general method of Example 89, step C from tert-butyl (6bR,10aS)-5-bromo-1,2,6b,9,10,10a-hexahydro[1,4]oxazino[2,3,4-hi]pyrido[4,3-b]indole-8(7H)-carboxylate (0.20 g, 0.50 mmol), 4-methoxy-2-methylphenyl boronic acid (0.17 g, 1.0 mmol), Pd(PPh3)2Cl2 (17 mg, 0.025 mmol), Na2CO3 (2.0 M, 1.0 mL, 2.0 mmol) as a white foam. MS (ESI): 4...